From a dataset of the Open Reaction Database (ORD), a public repository of structured organic reaction records. describe an organic reaction: reactants, conditions, products, and yield Starting materials: NC1=NC=CC(=N1)N1N=C(C2=CC=C(C=C12)I)C(=O)O (1-(2-aminopyrimidin-4-yl)-6-iodo-1H-indazole-3-carboxylic acid), CC1=NC(=NO1)[C@@](C)(C#C)O ((2R)-2-(5-methyl-1,2,4-oxadiazol-3-yl)but-3-yn-2-ol). The reagents and catalysts are C=1C=CC(=CC1)[P](C=2C=CC=CC2)(C=3C=CC=CC3)[Pd]([P](C=4C=CC=CC4)(C=5C=CC=CC5)C=6C=CC=CC6)([P](C=7C=CC=CC7)(C=8C=CC=CC8)C=9C=CC=CC9)[P](C=1C=CC=CC1)(C=1C=CC=CC1)C=1C=CC=CC1 (tetrakis(triphenylphosphine)palladium), [Cu]I (copper(I) iodide). Run in N1CCCCC1 (piperidine). Conditions: temperature 35 celsius. Yields the product NC1=NC=CC(=N1)N1N=C(C2=CC=C(C=C12)C#C[C@](C)(C1=NOC(=N1)C)O)C(=O)O (1-(2-aminopyrimidin-4-yl)-6-[(3R)-3-hydroxy-3-(5-methyl-1,2,4-oxadiazol-3-yl)but-1-yn-1-yl]-1H-indazole-3-carboxylic acid). Reaction SMILES: [NH2:1][C:2]1[N:7]=[C:6]([N:8]2[C:16]3[C:11](=[CH:12][CH:13]=[C:14](I)[CH:15]=3)[C:10]([C:18]([OH:20])=[O:19])=[N:9]2)[CH:5]=[CH:4][N:3]=1.[CH3:21][C:22]1[O:26][N:25]=[C:24]([C@:27]([OH:31])([C:29]#[CH:30])[CH3:28])[N:23]=1>N1CCCCC1.C1C=CC([P]([Pd]([P](C2C=CC=CC=2)(C2C=CC=CC=2)C2C=CC=CC=2)([P](C2C=CC=CC=2)(C2C=CC=CC=2)C2C=CC=CC=2)[P](C2C=CC=CC=2)(C2C=CC=CC=2)C2C=CC=CC=2)(C2C=CC=CC=2)C2C=CC=CC=2)=CC=1.[Cu]I>[NH2:1][C:2]1[N:7]=[C:6]([N:8]2[C:16]3[C:11](=[CH:12][CH:13]=[C:14]([C:30]#[C:29][C@@:27]([OH:31])([C:24]4[N:23]=[C:22]([CH3:21])[O:26][N:25]=4)[CH3:28])[CH:15]=3)[C:10]([C:18]([OH:20])=[O:19])=[N:9]2)[CH:5]=[CH:4][N:3]=1 |^1:41,43,62,81|. Procedure: To a solution of 1-(2-aminopyrimidin-4-yl)-6-iodo-1H-indazole-3-carboxylic acid (150 mg, 0.39 mmol) in piperidine (1.5 mL) was introduced tetrakis(triphenylphosphine)palladium (0) (45.5 mg, 0.04 mmol), copper(I) iodide (7.4 mg, 0.04 mmol) and (2R)-2-(5-methyl-1,2,4-oxadiazol-3-yl)but-3-yn-2-ol (120 mg, 0.79 mmol). The reaction was warmed to 35° C. for 1 hr. After cooling to RT, the reaction mixture was concentrated in vacuo and the residue purified by silica gel flash column chromatography (elue... The reactants are Cl (hydochloric acid), [BH4-].[Na+] (sodium borohydride), ice, C(C)OC(OC1=C(C=CC(=C1)OC(=O)OCC)C(C1=CC=CC=C1)=O)=O (carbonic acid 2-benzoyl-5-ethoxycarbonyloxy-phenyl ester ethyl ester). Run in O (Water), O (water), C1CCOC1 (THF), [OH-].[Na+] (sodium hydroxide). Reaction conditions: time 60 minute. Yields the product C(C1=CC=CC=C1)C1=C(C=C(C=C1)O)O (4-benzyl-benzene-1,3-diol). Reaction SMILES: [BH4-].[Na+].C(OC(=O)[O:7][C:8]1[CH:13]=[C:12]([O:14]C(OCC)=O)[CH:11]=[CH:10][C:9]=1[C:20](=O)[C:21]1[CH:26]=[CH:25][CH:24]=[CH:23][CH:22]=1)C.Cl>O.C1COCC1.[OH-].[Na+]>[CH2:20]([C:9]1[CH:10]=[CH:11][C:12]([OH:14])=[CH:13][C:8]=1[OH:7])[C:21]1[CH:22]=[CH:23][CH:24]=[CH:25][CH:26]=1 |f:0.1,6.7|. Procedure: A solution of sodium borohydride (1.85 g, 49 mmol) in water (30 ml) was added to an ice cooled solution of carbonic acid 2-benzoyl-5-ethoxycarbonyloxy-phenyl ester ethyl ester (3.6 g, 10 mmol) in THF (30 ml). The mixture was stirred for ˜60 mins. at 0° C., and for ˜60 hrs. at room temperature, to give a pale red suspension. Water (150 ml) was added and the mixture extracted with diethyl ether (150 ml). The extracts were washed with water (2×100 ml) and saturated aqueous sodium chloride solution ... The reactants are C(C)OC(C(C)(OC1=CC=C(C=C1)CNC)C)=O (2-methyl-2-(4-methylaminomethyl-phenoxy)-propionic acid ethyl ester), FC(OC1=CC=C(C=C1)C#CCCC(=O)O)(F)F (5-(4-trifluoromethoxy-phenyl)-pent-4-ynoic acid). Product: C(C)OC(C(C)(OC1=CC=C(C=C1)CN(C(CCC#CC1=CC=C(C=C1)OC(F)(F)F)=O)C)C)=O (2-Methyl-2-[4-({methyl-[5-(4-trifluoromethoxy-phenyl)-pent-4-ynoyl]-amino}-methyl)-phenoxy]-propionic acid ethyl ester). Reaction SMILES: [CH2:1]([O:3][C:4](=[O:18])[C:5]([CH3:17])([O:7][C:8]1[CH:13]=[CH:12][C:11]([CH2:14][NH:15][CH3:16])=[CH:10][CH:9]=1)[CH3:6])[CH3:2].[F:19][C:20]([F:36])([F:35])[O:21][C:22]1[CH:27]=[CH:26][C:25]([C:28]#[C:29][CH2:30][CH2:31][C:32]([OH:34])=O)=[CH:24][CH:23]=1>>[CH2:1]([O:3][C:4](=[O:18])[C:5]([CH3:17])([O:7][C:8]1[CH:9]=[CH:10][C:11]([CH2:14][N:15]([CH3:16])[C:32](=[O:34])[CH2:31][CH2:30][C:29]#[C:28][C:25]2[CH:24]=[CH:23][C:22]([O:21][C:20]([F:19])([F:36])[F:35])=[CH:27][CH:26]=2)=[CH:12][CH:13]=1)[CH3:6])[CH3:2]. Procedure details: In analogy to the procedures described in example 29A], 2-methyl-2-(4-methylaminomethyl-phenoxy)-propionic acid ethyl ester was reacted with 5-(4-trifluoromethoxy-phenyl)-pent-4-ynoic acid (example 29D]) to give the title compound as light brown oil. Yields the product CCN(C)C(=O)c1cc(O)c2ccccc2n1. Reactants: O=C([O-])O, CCNC, CCN=C=NCCCN(C)C, Cl, [Na+], CN(C)C=O, O, O=C(O)c1cc(O)c2ccccc2n1, On1nnc2ccccc21. As a reaction SMILES: [C:42](=[O:43])([O-:44])[OH:45].[CH2:15]([CH3:16])[NH:17][CH3:18].[CH3:20][N:21]([CH3:22])[CH2:23][CH2:24][CH2:25][N:26]=[C:27]=[N:28][CH2:29][CH3:30].[ClH:19].[Na+:46].[O:47]=[CH:48][N:49]([CH3:50])[CH3:51].[OH2:41].[OH:1][C:2](=[O:3])[c:4]1[cH:5][c:6]([OH:7])[c:8]2[cH:9][cH:10][cH:11][cH:12][c:13]2[n:14]1.[OH:31][n:32]1[c:33]2[c:34]([cH:35][cH:36][cH:37][cH:38]2)[n:39][n:40]1>>[C:2](=[O:3])([c:4]1[cH:5][c:6]([OH:7])[c:8]2[cH:9][cH:10][cH:11][cH:12][c:13]2[n:14]1)[N:17]([CH2:15][CH3:16])[CH3:18]. As a reaction SMILES: [N:1]1[C:6]2[NH:7][CH:8]=[CH:9][C:5]=2[C:4]([N:10]2[CH2:14][CH2:13][C@@H:12]([NH:15]C(=O)OC(C)(C)C)[CH2:11]2)=[N:3][CH:2]=1.[ClH:23]>>[ClH:23].[N:1]1[C:6]2[NH:7][CH:8]=[CH:9][C:5]=2[C:4]([N:10]2[CH2:14][CH2:13][C@@H:12]([NH2:15])[CH2:11]2)=[N:3][CH:2]=1 |f:2.3|. The reactants are N1=CN=C(C2=C1NC=C2)N2C[C@@H](CC2)NC(OC(C)(C)C)=O ((R)-tert-butyl 1-(7H-pyrrolo[2,3-d]pyrimidin-4-yl)pyrrolidin-3-ylcarbamate), Cl (HCl). Procedure details: (R)-tert-butyl 1-(7H-pyrrolo[2,3-d]pyrimidin-4-yl)pyrrolidin-3-ylcarbamate (600 mg, 1.97 mmol) was treated with HCl (in MeOH, 6 N, 5 mL) at the ambient temperature for 2 h. The volatiles were removed under reduced pressure to give (R)-1-(7H-pyrrolo[2,3-d]pyrimidin-4-yl)pyrrolidin-3-amine hydrochloride salt. MS (m/z): 204 (M+H)+. Product: Cl.N1=CN=C(C2=C1NC=C2)N2C[C@@H](CC2)N ((R)-1-(7H-pyrrolo[2,3-d]pyrimidin-4-yl)pyrrolidin-3-amine hydrochloride salt). Product: COC=1C=C(OC2=C(C=CC=C2)C(C(=O)OC)C(=O)OC)C=CC1 (Dimethyl [2-(3-methoxyphenoxy)phenyl]propanedioate). Run in C(OC)(OC)=O (dimethyl carbonate). Starting materials: COC=1C=C(OC2=C(C=CC=C2)CC(=O)OC)C=CC1 (Methyl 2-(3-methoxyphenoxy)phenylacetate), [Na] (sodium). Procedure details: Methyl 2-(3-methoxyphenoxy)phenylacetate (6.81 g) was dissolved in 11 mL of dimethyl carbonate and 600 mg of sodium was added. The mixture was heated at reflux for 10 h, then cooled. The reaction mixture was quenched with water, acidified with concentrated aqueous HCl and extracted with dichloromethane. The combined organic extracts were dried (MgSO4), filtered and concentrated under reduced pressure to give an oil. The desired material was separated from unreacted starting material by flash chr... RXN SMILES: [CH3:1][O:2][C:3]1[CH:4]=[C:5]([CH:18]=[CH:19][CH:20]=1)[O:6][C:7]1[CH:12]=[CH:11][CH:10]=[CH:9][C:8]=1[CH2:13][C:14]([O:16][CH3:17])=[O:15].[Na]>C(=O)(OC)OC>[CH3:1][O:2][C:3]1[CH:4]=[C:5]([CH:18]=[CH:19][CH:20]=1)[O:6][C:7]1[CH:12]=[CH:11][CH:10]=[CH:9][C:8]=1[CH:13]([C:14]([O:16][CH3:17])=[O:15])[C:14]([O:16][CH3:17])=[O:15] |^1:20|. Starting materials: BrC(Br)(Br)Br, Cc1ccc(-c2ccccc2C(=O)Nc2ccc(C(=O)N(C)c3ccccc3OCCCO)cc2)cc1, CCOC(C)=O, ClCCl, c1ccc(P(c2ccccc2)c2ccccc2)cc1. The product is Cc1ccc(-c2ccccc2C(=O)Nc2ccc(C(=O)N(C)c3ccccc3OCCCBr)cc2)cc1. Reaction SMILES: [C:57]([Br:58])([Br:59])([Br:60])[Br:61].[CH3:1][c:2]1[cH:3][cH:4][c:5](-[c:8]2[c:9]([C:14](=[O:15])[NH:16][c:17]3[cH:18][cH:19][c:20]([C:21](=[O:22])[N:23]([c:24]4[c:25]([O:30][CH2:31][CH2:32][CH2:33][OH:34])[cH:26][cH:27][cH:28][cH:29]4)[CH3:35])[cH:36][cH:37]3)[cH:10][cH:11][cH:12][cH:13]2)[cH:6][cH:7]1.[CH3:65][CH2:66][O:67][C:68](=[O:69])[CH3:70].[Cl:62][CH2:63][Cl:64].[c:38]1([P:39]([c:40]2[cH:41][cH:42][cH:43][cH:44][cH:45]2)[c:46]2[cH:47][cH:48][cH:49][cH:50][cH:51]2)[cH:52][cH:53][cH:54][cH:55][cH:56]1>>[CH3:1][c:2]1[cH:3][cH:4][c:5](-[c:8]2[c:9]([C:14](=[O:15])[NH:16][c:17]3[cH:18][cH:19][c:20]([C:21](=[O:22])[N:23]([c:24]4[c:25]([O:30][CH2:31][CH2:32][CH2:33][Br:58])[cH:26][cH:27][cH:28][cH:29]4)[CH3:35])[cH:36][cH:37]3)[cH:10][cH:11][cH:12][cH:13]2)[cH:6][cH:7]1. RXN SMILES: [CH3:1][C:2]1[CH:7]=[C:6]([OH:8])[CH:5]=[C:4]([CH3:9])[C:3]=1[C:10]1[CH:15]=[CH:14][C:13]([C:16]([F:19])([F:18])[F:17])=[CH:12][CH:11]=1.CO[C:22]([C:24]1[S:25][C:26]([CH:30](O)[CH2:31][CH3:32])=[C:27]([Cl:29])[CH:28]=1)=[O:23].Cl.[CH3:35][O:36][C:37](=[O:41])[CH2:38][CH2:39][NH2:40]>>[CH3:35][O:36][C:37](=[O:41])[CH2:38][CH2:39][NH:40][C:22]([C:24]1[S:25][C:26]([CH:30]([O:8][C:6]2[CH:5]=[C:4]([CH3:9])[C:3]([C:10]3[CH:15]=[CH:14][C:13]([C:16]([F:18])([F:17])[F:19])=[CH:12][CH:11]=3)=[C:2]([CH3:1])[CH:7]=2)[CH2:31][CH3:32])=[C:27]([Cl:29])[CH:28]=1)=[O:23] |f:2.3|. The reactants are CC1=C(C(=CC(=C1)O)C)C1=CC=C(C=C1)C(F)(F)F (2,6-dimethyl-4′-trifluoromethyl-biphenyl-4-ol), COC(=O)C=1SC(=C(C1)Cl)C(CC)O (4-chloro-5-(1-hydroxy-propyl)-thiophene-2-carboxylic acid methyl ester), Cl.COC(CCN)=O (3-amino-propionic acid methyl ester hydrochloride salt). Reported procedure: This compound is made by the general method as exemplified in Preparation 94 using 2,6-dimethyl-4′-trifluoromethyl-biphenyl-4-ol and 4-chloro-5-(1-hydroxy-propyl)-thiophene-2-carboxylic acid methyl ester in Step A and 3-amino-propionic acid methyl ester hydrochloride salt in Step C as the starting materials to provide (±)-3-({4-chloro-5-[1-(2,6-dimethyl-4′-trifluoromethyl-biphenyl-4-yloxy)-propyl]-thiophene-2-carbonyl}-amino)-propionic acid methyl ester (0.094 g) as a white foam. MS (ES): 552.2 ... Product: COC(CCNC(=O)C=1SC(=C(C1)Cl)C(CC)OC1=CC(=C(C(=C1)C)C1=CC=C(C=C1)C(F)(F)F)C)=O ((±)-3-({4-chloro-5-[1-(2,6-dimethyl-4′-trifluoromethyl-biphenyl-4-yloxy)-propyl]-thiophene-2-carbonyl}-amino)-propionic acid methyl ester).